From a dataset of the Open Reaction Database (ORD), a public repository of structured organic reaction records. describe an organic reaction: reactants, conditions, products, and yield Run at time 14 hour. RXN SMILES: [NH:1]1[CH2:4][CH2:3][C@H:2]1[CH2:5][OH:6].S(=O)(=O)(O)O.C(=O)([O-])O.[Na+].[CH2:17]([O:24][C:25](Cl)=[O:26])[C:18]1[CH:23]=[CH:22][CH:21]=[CH:20][CH:19]=1>>[CH2:17]([O:24][C:25]([N:1]1[CH2:4][CH2:3][C@H:2]1[CH2:5][OH:6])=[O:26])[C:18]1[CH:23]=[CH:22][CH:21]=[CH:20][CH:19]=1 |f:2.3|. The reactants are N1[C@@H](CC1)CO ((S)-azetidine-2-methanol), C(C1=CC=CC=C1)OC(=O)Cl (benzyloxycarbonyl chloride), S(O)(O)(=O)=O (sulfuric acid), C(O)([O-])=O.[Na+] (sodium hydrogen carbonate). The product is C(C1=CC=CC=C1)OC(=O)N1[C@@H](CC1)CO ((S)-N-benzyloxycarbonylazetidine-2-methanol). Yield: 69.1%. Reported procedure: Said solution of (S)-azetidine-2-methanol was adjusted to pH 10 by adding 10% sulfuric acid, sodium hydrogen carbonate (2.00 g, 24.0 mmol) was then added and benzyloxycarbonyl chloride (ZCl) (4.00 g, 24.0mmol) was added at room temperature. Thereafter, stirring was continued for 14 hours. The mixture was adjusted to pH 7 and extracted with ethyl acetate (50 mL ×1), the extract was washed with water (50 mL×1) and dried over magnesium sulfate and, after filtering off the same, the filtrate was con... The reactants are C(C1=CC=CC=C1)O[C@@H](C(=O)OCC)[C@H](C(=O)OCC)O ((2R,3R)-Diethyl 2-(benzyloxy)-3-hydroxysuccinate), O.[OH-].[Li+] (lithium hydroxide hydrate). Run in C1CCOC1 (THF). Run at time 8 hour. Product: C(C1=CC=CC=C1)O[C@@H](C(=O)O)[C@H](C(=O)O)O ((2R,3R)-2-(benzyloxy)-3-hydroxysuccinic acid). Yield: 94.7%. Reaction SMILES: [CH2:1]([O:8][C@H:9]([C@@H:15]([OH:21])[C:16]([O:18]CC)=[O:17])[C:10]([O:12]CC)=[O:11])[C:2]1[CH:7]=[CH:6][CH:5]=[CH:4][CH:3]=1.O.[OH-].[Li+]>C1COCC1>[CH2:1]([O:8][C@H:9]([C@@H:15]([OH:21])[C:16]([OH:18])=[O:17])[C:10]([OH:12])=[O:11])[C:2]1[CH:3]=[CH:4][CH:5]=[CH:6][CH:7]=1 |f:1.2.3|. Procedure: (2R,3R)-Diethyl 2-(benzyloxy)-3-hydroxysuccinate (15 g, 50.6 mmol) was dissolved in 30% aqueous THF (250 mL) and lithium hydroxide hydrate (4.25 g, 101 mmol) was added and the reaction stirred at ambient temperature overnight. The reaction was then partitioned between aqueous citric acid and EtOAc, dried over Na2SO4, filtered and concentrated to afford (2R,3R)-2-(benzyloxy)-3-hydroxysuccinic acid (11.5 g, 47.9 mmol, 94.6% yield) as a clear colorless oil. The reactants are C(C)OC(CC1(CCC2=CC=C(C=C12)F)O)=O ((6-Fluoro-1-hydroxy-indan-1-yl)-acetic acid ethyl ester), C(C)OC(CC1(CCC2=CC=C(C=C12)F)O)=O ((6-Fluoro-1-hydroxy-indan-1-yl)-acetic acid ethyl ester), C1(=CC=C(C=C1)S(=O)(=O)O)C.O (p-toluene sulfonic acid•H2O), [Cl-].[Cl-].[Ca+2] (CaCl2). Run in C1(=CC=CC=C1)C (toluene). The product is C(C)OC(CC1=CCC2=CC=C(C=C12)F)=O ((6-Fluoro-3H-inden-1-yl)-acetic acid ethyl ester). Yield: 21.4%. RXN SMILES: [CH2:1]([O:3][C:4](=[O:17])[CH2:5][C:6]1(O)[C:14]2[C:9](=[CH:10][CH:11]=[C:12]([F:15])[CH:13]=2)[CH2:8][CH2:7]1)[CH3:2].C1(C)C=CC(S(O)(=O)=O)=CC=1.O.[Cl-].[Cl-].[Ca+2]>C1(C)C=CC=CC=1>[CH2:1]([O:3][C:4](=[O:17])[CH2:5][C:6]1[C:14]2[C:9](=[CH:10][CH:11]=[C:12]([F:15])[CH:13]=2)[CH2:8][CH:7]=1)[CH3:2] |f:1.2,3.4.5|. Reported procedure: The crude (6-Fluoro-1-hydroxy-indan-1-yl)-acetic acid ethyl ester (Compound G in FIG. 7; 3.55 g), p-toluene sulfonic acid•H2O (PTSA; 5.67 g, 29.8 mmol), and CaCl2 (4.13 g, 37.2 mmol) in toluene (66 mL) were refluxed overnight. The solution was filtered and the solid residue washed with benzene. The combined organics were washed with water, NaHCO3, water, dried (MgSO4), filtered, and concentrated in vacuo. Purification using flash chromatography (13:1 hexane/EtOAc) afforded the title compound (Co... Reactants: COC(=O)c1c(Cl)cccc1CBr, CCOC(C)=O, Cc1ccccc1, CCCCCC, CC(N)c1ccc(Cl)cc1, [K+], [K+], O=C([O-])[O-]. The product is CC(c1ccc(Cl)cc1)N1Cc2cccc(Cl)c2C1=O. As a reaction SMILES: [CH3:1][O:2][C:3]([c:4]1[c:5]([CH2:11][Br:12])[cH:6][cH:7][cH:8][c:9]1[Cl:10])=[O:13].[CH3:30][CH2:31][O:32][C:33](=[O:34])[CH3:35].[CH3:36][c:37]1[cH:38][cH:39][cH:40][cH:41][cH:42]1.[CH3:43][CH2:44][CH2:45][CH2:46][CH2:47][CH3:48].[Cl:14][c:15]1[cH:16][cH:17][c:18]([CH:21]([CH3:22])[NH2:23])[cH:19][cH:20]1.[K+:24].[K+:25].[O-:26][C:27]([O-:28])=[O:29]>>[C:3]1(=[O:13])[c:4]2[c:5]([cH:6][cH:7][cH:8][c:9]2[Cl:10])[CH2:11][N:23]1[CH:21]([c:18]1[cH:17][cH:16][c:15]([Cl:14])[cH:20][cH:19]1)[CH3:22]. Starting materials: CC1C=C(OS(=O)(=O)C(F)(F)F)CCN1C(=O)OC(C)(C)C, CCOCC, Cc1ccccc1, CC(=O)[O-], Cl[Pd]Cl, Fc1cc(Br)c2occc2c1, [K+], [K+], [K+], [K+], C1CCOC1, O=P([O-])([O-])[O-], c1ccc([PH](c2ccccc2)(c2ccccc2)[Pd-4]([PH](c2ccccc2)(c2ccccc2)c2ccccc2)([PH](c2ccccc2)(c2ccccc2)c2ccccc2)[PH](c2ccccc2)(c2ccccc2)c2ccccc2)cc1. Yields the product CC1C=C(c2cc(F)cc3ccoc23)CCN1C(=O)OC(C)(C)C. As a reaction SMILES: [C:25]([CH3:26])([CH3:27])([CH3:28])[O:29][C:30](=[O:31])[N:32]1[CH:33]([CH3:46])[CH:34]=[C:35]([O:38][S:39]([C:40]([F:41])([F:42])[F:43])(=[O:44])=[O:45])[CH2:36][CH2:37]1.[CH3:132][CH2:133][O:134][CH2:135][CH3:136].[CH3:137][c:138]1[cH:139][cH:140][cH:141][cH:142][cH:143]1.[CH3:13][C:14](=[O:15])[O-:16].[Cl:52][Pd:53][Cl:54].[F:1][c:2]1[cH:3][c:4]([Br:11])[c:5]2[c:6]([cH:7][cH:8][o:9]2)[cH:10]1.[K+:12].[K+:22].[K+:23].[K+:24].[O:47]1[CH2:48][CH2:49][CH2:50][CH2:51]1.[P:17]([O-:18])([O-:19])([O-:20])=[O:21].[c:55]1([PH:56]([Pd-4:57]([PH:58]([c:59]2[cH:60][cH:61][cH:62][cH:63][cH:64]2)([c:65]2[cH:66][cH:67][cH:68][cH:69][cH:70]2)[c:71]2[cH:72][cH:73][cH:74][cH:75][cH:76]2)([PH:77]([c:78]2[cH:79][cH:80][cH:81][cH:82][cH:83]2)([c:84]2[cH:85][cH:86][cH:87][cH:88][cH:89]2)[c:90]2[cH:91][cH:92][cH:93][cH:94][cH:95]2)[PH:96]([c:97]2[cH:98][cH:99][cH:100][cH:101][cH:102]2)([c:103]2[cH:104][cH:105][cH:106][cH:107][cH:108]2)[c:109]2[cH:110][cH:111][cH:112][cH:113][cH:114]2)([c:115]2[cH:116][cH:117][cH:118][cH:119][cH:120]2)[c:121]2[cH:122][cH:123][cH:124][cH:125][cH:126]2)[cH:127][cH:128][cH:129][cH:130][cH:131]1>>[F:1][c:2]1[cH:3][c:4]([C:35]2=[CH:34][CH:33]([CH3:46])[N:32]([C:30]([O:29][C:25]([CH3:26])([CH3:27])[CH3:28])=[O:31])[CH2:37][CH2:36]2)[c:5]2[c:6]([cH:7][cH:8][o:9]2)[cH:10]1. Starting materials: C(C1=CC=CC=C1)NCCC1=CC=CC=C1 (N-benzyl-N-(2-phenylethyl)amine), C(C)(C)N(CC)C(C)C (diisopropyl-ethylamine), CS(=O)(=O)OCC=1C=C(C=O)C=CC1OCC1=CC=CC=C1 (3-[[(methylsulfonyl)oxy]methyl]-4-phenylmethoxybenzaldehyde). Solvent: CN(C=O)C (dimethylformamide). Reaction conditions: time 3 hour. Yields the product C1(=CC=CC=C1)COC1=C(C=C(C=O)C=C1)CN(CCC1=CC=CC=C1)CC1=CC=CC=C1 (4-phenylmethoxy-3-[[N-phenylmethyl-N-(2-phenylethyl)amino]methyl]benzaldehyde). Yield: 87.0%. RXN SMILES: [CH2:1]([NH:8][CH2:9][CH2:10][C:11]1[CH:16]=[CH:15][CH:14]=[CH:13][CH:12]=1)[C:2]1[CH:7]=[CH:6][CH:5]=[CH:4][CH:3]=1.C(N(C(C)C)CC)(C)C.CS(O[CH2:31][C:32]1[CH:33]=[C:34]([CH:37]=[CH:38][C:39]=1[O:40][CH2:41][C:42]1[CH:47]=[CH:46][CH:45]=[CH:44][CH:43]=1)[CH:35]=[O:36])(=O)=O>CN(C)C=O>[C:42]1([CH2:41][O:40][C:39]2[CH:38]=[CH:37][C:34]([CH:35]=[O:36])=[CH:33][C:32]=2[CH2:31][N:8]([CH2:1][C:2]2[CH:7]=[CH:6][CH:5]=[CH:4][CH:3]=2)[CH2:9][CH2:10][C:11]2[CH:16]=[CH:15][CH:14]=[CH:13][CH:12]=2)[CH:47]=[CH:46][CH:45]=[CH:44][CH:43]=1. Procedure details: To a solution of N-benzyl-N-(2-phenylethyl)amine (351 mg) and diisopropyl-ethylamine (145 mg) in dimethylformamide (1.5 ml) was added 3-[[(methylsulfonyl)oxy]methyl]-4-phenylmethoxybenzaldehyde (355 mg). After stirring at room temperature for 3 hours, the reaction mixture was partially concentrated under reduced pressure and the residue was purified by flash chromatography column using petroleum ether:diethyl ether (1:3) as eluant. The pure fractions were combined and evaporated under reduced pr... Starting materials: COc1ccccc1C(=O)Cl, Cl, O=C(CO)c1ccccc1, c1ccncc1. The product is COc1ccccc1C(=O)OCC(=O)c1ccccc1. RXN SMILES: [CH3:1][O:2][c:3]1[c:4]([C:5](=[O:6])[Cl:7])[cH:8][cH:9][cH:10][cH:11]1.[ClH:22].[OH:12][CH2:13][C:14](=[O:15])[c:16]1[cH:17][cH:18][cH:19][cH:20][cH:21]1.[cH:23]1[cH:24][cH:25][n:26][cH:27][cH:28]1>>[CH3:1][O:2][c:3]1[c:4]([C:5](=[O:6])[O:12][CH2:13][C:14](=[O:15])[c:16]2[cH:17][cH:18][cH:19][cH:20][cH:21]2)[cH:8][cH:9][cH:10][cH:11]1. Starting materials: COc1ccc(C(OCC2OCCC2O)(c2ccccc2)c2ccc(OC)cc2)cc1, [H-], CI, [Na+], CN(C)C=O. Product: COc1ccc(C(OCC2OCCC2OC)(c2ccccc2)c2ccc(OC)cc2)cc1. RXN SMILES: [CH3:1][O:2][c:3]1[cH:4][cH:5][c:6]([C:9]([O:10][CH2:11][CH:12]2[O:13][CH2:14][CH2:15][CH:16]2[OH:17])([c:18]2[cH:19][cH:20][cH:21][cH:22][cH:23]2)[c:24]2[cH:25][cH:26][c:27]([O:30][CH3:31])[cH:28][cH:29]2)[cH:7][cH:8]1.[H-:33].[I:34][CH3:35].[Na+:32].[O:36]=[CH:37][N:38]([CH3:39])[CH3:40]>>[CH3:1][O:2][c:3]1[cH:4][cH:5][c:6]([C:9]([O:10][CH2:11][CH:12]2[O:13][CH2:14][CH2:15][CH:16]2[O:17][CH3:35])([c:18]2[cH:19][cH:20][cH:21][cH:22][cH:23]2)[c:24]2[cH:25][cH:26][c:27]([O:30][CH3:31])[cH:28][cH:29]2)[cH:7][cH:8]1.